From a dataset of the Open Reaction Database (ORD), a public repository of structured organic reaction records. describe an organic reaction: reactants, conditions, products, and yield The reactants are O=C(OC(Cl)(Cl)Cl)OC(Cl)(Cl)Cl, ClCCl, Cl, NC1C2CC3CC(C2)CC1C3, [Na+], O=C([O-])O. Product: O=C=NC1C2CC3CC(C2)CC1C3. Reaction SMILES: [Cl:18][C:19]([Cl:20])([O:21][C:22](=[O:23])[O:24][C:25]([Cl:26])([Cl:27])[Cl:28])[Cl:29].[Cl:30][CH2:31][Cl:32].[ClH:1].[NH2:2][CH:3]1[CH:4]2[CH2:5][CH:6]3[CH2:7][CH:8]([CH2:9][CH:10]1[CH2:11]3)[CH2:12]2.[Na+:17].[O-:13][C:14]([OH:15])=[O:16]>>[N:2]([CH:3]1[CH:4]2[CH2:5][CH:6]3[CH2:7][CH:8]([CH2:9][CH:10]1[CH2:11]3)[CH2:12]2)=[C:14]=[O:13]. Starting materials: C1(=CC=CC=C1)S(=O)(=O)C1(CNCCC1)C(=O)N[C@@H](CC1=C(C=C(C=C1)C1=C(C=CC=C1OC)OC)OCC1=CC=CC=C1)C(=O)O (N-(3-phenylsulfonyl-nipecotyl)-4-(2′,6′-dimethoxyphenyl)-2-benzyloxyphenylalanine). Reagents/catalysts: [Pd] (Pd/C). Product: C1(=CC=CC=C1)S(=O)(=O)C1(CNCCC1)C(=O)N[C@@H](CC1=C(C=C(C=C1)C1=C(C=CC=C1OC)OC)O)C(=O)O (N-(3-phenylsulfonyl-nipecotyl)-4-(2′,6′-dimethoxyphenyl)-2-hydroxyphenylalanine). Reaction SMILES: [C:1]1([S:7]([C:10]2([C:16]([NH:18][C@H:19]([C:45]([OH:47])=[O:46])[CH2:20][C:21]3[CH:26]=[CH:25][C:24]([C:27]4[C:32]([O:33][CH3:34])=[CH:31][CH:30]=[CH:29][C:28]=4[O:35][CH3:36])=[CH:23][C:22]=3[O:37]CC3C=CC=CC=3)=[O:17])[CH2:15][CH2:14][CH2:13][NH:12][CH2:11]2)(=[O:9])=[O:8])[CH:6]=[CH:5][CH:4]=[CH:3][CH:2]=1>[Pd]>[C:1]1([S:7]([C:10]2([C:16]([NH:18][C@H:19]([C:45]([OH:47])=[O:46])[CH2:20][C:21]3[CH:26]=[CH:25][C:24]([C:27]4[C:28]([O:35][CH3:36])=[CH:29][CH:30]=[CH:31][C:32]=4[O:33][CH3:34])=[CH:23][C:22]=3[OH:37])=[O:17])[CH2:15][CH2:14][CH2:13][NH:12][CH2:11]2)(=[O:9])=[O:8])[CH:2]=[CH:3][CH:4]=[CH:5][CH:6]=1. Procedure details: A mixture of N-(3-phenylsulfonyl-nipecotyl)-4-(2′,6′-dimethoxyphenyl)-2-benzyloxyphenylalanine (36 mg, 0.055 mmol) and 10% Pd/C (10 mg) were stirred vigorously under 1 atm of H2 until the starting material was consumed as judged by reverse phase HPLC analysis. The mixture was filtered through a pad of celite which was washed with MeOH and concentrated. The filtrate was triturated with Et2O to afford N-(3-phenylsulfonyl-nipecotyl)-4-(2′,6′-dimethoxyphenyl)-2-hydroxyphenylalanine as a solid. Reactants: C(=S)(Cl)Cl (thiophosgene), BrC1=C(C(=C(C=C1)F)O)O (3-Bromo-6-fluorobenzene-1,2-diol), [OH-].[Na+] (sodium hydroxide). Solvent: C(Cl)(Cl)Cl (chloroform). Reaction conditions: temperature 2.5 celsius, time 60 minute. Product: BrC1=CC=C(C=2OC(OC21)=S)F (4-Bromo-7-fluorobenzo[d][1,3]dioxole-2-thione). Yield: 57.9%. Reaction SMILES: [Br:1][C:2]1[CH:7]=[CH:6][C:5]([F:8])=[C:4]([OH:9])[C:3]=1[OH:10].[C:11](Cl)(Cl)=[S:12].[OH-].[Na+]>C(Cl)(Cl)Cl>[Br:1][C:2]1[C:3]2[O:10][C:11](=[S:12])[O:9][C:4]=2[C:5]([F:8])=[CH:6][CH:7]=1 |f:2.3|. Procedure details: 3-Bromo-6-fluorobenzene-1,2-diol (8.9 g, 43 mmol) was dissolved in chloroform (100 mL), cooled to 0-5° C. and treated with thiophosgene (5.4 g, 47 mmol). Aqueous sodium hydroxide solution (10 wt %; 40 g, 99 mmol) was added in portions over 30 min with vigorous stirring. Stirring was continued for 60 min at 5-15° C. and then most of the chloroform was removed by rotary evaporation. The pH was adjusted to 2 by addition of 1 M HCl and the precipitated thione was taken up in ethyl acetate (150 mL). ... Starting materials: FC1=C(C=C2CC(NC2=C1)=O)C(=O)OC (Methyl 6-fluoro-2-oxoindoline-5-carboxylate), CCO (EtOH), [Li+].[BH4-] (LiBH4), CCO (EtOH), [Li+].[BH4-] (LiBH4), [Li+].[BH4-] (LiBH4). Solvent: C1CCOC1 (THF). Conditions: temperature 0 celsius, time 2 hour. Yields the product FC1=C(C=C2CC(NC2=C1)=O)CO (6-Fluoro-5-(hydroxymethyl)indolin-2-one). Reaction SMILES: [F:1][C:2]1[CH:10]=[C:9]2[C:5]([CH2:6][C:7](=[O:11])[NH:8]2)=[CH:4][C:3]=1[C:12](OC)=[O:13].CCO.[Li+].[BH4-]>C1COCC1>[F:1][C:2]1[CH:10]=[C:9]2[C:5]([CH2:6][C:7](=[O:11])[NH:8]2)=[CH:4][C:3]=1[CH2:12][OH:13] |f:2.3|. Procedure details: A solution of the compound obtained in Step B (2.68 mmoles) in anhydrous THF (20 mL) is maintained under nitrogen in the presence of 0.3 mL of EtOH. The solution is cooled to 0° C. and then 5.28 mmol of LiBH4 are added. The reaction mixture is stirred for 2 hours at ambient temperature; a second portion of LiBH4 (6.20 mmol) is then added and stirring is maintained for a further 3 hours. EtOH (0.3 mL) and a third portion of LiBH4 (9.14 mmol) are added and the reaction mixture is stirred overnight... Reactants: CO (methanol), amine, CC1=NC(=NC=C1C=O)NCCCC1CCN(CC1)C (4-methyl-2-[3-(1-methyl-piperidin-4-yl)-propylamino]-pyrimidine-5-carbaldehyde), FC=1C(=C(C(=CC1)N)N)C (4-fluoro-3-methyl-benzene-1,2-diamine), Na2H2S2O5. Reagents/catalysts: O=[Mn]=O (MnO2). The solvent is C1(=CC=CC=C1)C (toluene). Conditions: time 30 minute. The product is FC1=C(C2=C(NC(=N2)C=2C(=NC(=NC2)NCCCC2CCN(CC2)C)C)C=C1)C (5-(5-Fluoro-4-methyl-1H-benzoimidazol-2-yl)-4-methyl-pyrimidin-2-yl[-3-(1-methyl-piperidin-4-yl)-propyl]-amine). As a reaction SMILES: CO.[CH3:3][C:4]1[C:9]([CH:10]=O)=[CH:8][N:7]=[C:6]([NH:12][CH2:13][CH2:14][CH2:15][CH:16]2[CH2:21][CH2:20][N:19]([CH3:22])[CH2:18][CH2:17]2)[N:5]=1.[F:23][C:24]1[C:25]([CH3:32])=[C:26]([NH2:31])[C:27]([NH2:30])=[CH:28][CH:29]=1>C1(C)C=CC=CC=1.O=[Mn]=O>[F:23][C:24]1[CH:29]=[CH:28][C:27]2[NH:30][C:10]([C:9]3[C:4]([CH3:3])=[N:5][C:6]([NH:12][CH2:13][CH2:14][CH2:15][CH:16]4[CH2:21][CH2:20][N:19]([CH3:22])[CH2:18][CH2:17]4)=[N:7][CH:8]=3)=[N:31][C:26]=2[C:25]=1[CH3:32]. Reported procedure: [5-(5-Fluoro-4-methyl-1 H-benzoimidazol-2-yl)-pyrimidin-2-yl]-3-(1-methyl-piperidin-4-yl)-propyl]-amine. A mixture of 4-methyl-2-[3-(1-methyl-piperidin-4-yl)-propylamino]-pyrimidin-5-yl}-methanol (0.14 g, 0.49 mmol) in toluene (3 mL) was added MnO2 (0.22 g, 2.48 mmol). After 30 min at 70° C., the mixture was filtered through diatomaceous earth. The filtrate was concentrated and immediately dissolved in DMF. A portion of this solution (corresponding to 0.05 mg, 0.17 mmol of 4-methyl-2-[3-(1-methy... The reactants are C(#N)C=1C=C(C=CC1O)N1N=CC(=C1)C(=O)OCC (ethyl 1-(3-cyano-4-hydroxyphenyl)pyrazole-4-carboxylate), C([O-])([O-])=O.[K+].[K+] (potassium carbonate), BrC[C@H](CC)C ((S)-(+)-1-bromo-2-methylbutane), O (water). Solvent: CN(C=O)C (dimethylformamide), C(C)(=O)OCC (ethyl acetate). Reaction conditions: temperature 90 celsius. Yields the product C(#N)C=1C=C(C=CC1OC[C@H](CC)C)N1N=CC(=C1)C(=O)OCC (ethyl 1-(3-cyano-4-((S)-2-methylbutoxy)phenyl)pyrazole-4-carboxylate). Yield: 89.1%. As a reaction SMILES: [C:1]([C:3]1[CH:4]=[C:5]([N:10]2[CH:14]=[C:13]([C:15]([O:17][CH2:18][CH3:19])=[O:16])[CH:12]=[N:11]2)[CH:6]=[CH:7][C:8]=1[OH:9])#[N:2].C(=O)([O-])[O-].[K+].[K+].Br[CH2:27][C@@H:28]([CH3:31])[CH2:29][CH3:30].O>CN(C)C=O.C(OCC)(=O)C>[C:1]([C:3]1[CH:4]=[C:5]([N:10]2[CH:14]=[C:13]([C:15]([O:17][CH2:18][CH3:19])=[O:16])[CH:12]=[N:11]2)[CH:6]=[CH:7][C:8]=1[O:9][CH2:27][C@@H:28]([CH3:31])[CH2:29][CH3:30])#[N:2] |f:1.2.3|. Reported procedure: To a solution (10 ml) of ethyl 1-(3-cyano-4-hydroxyphenyl)pyrazole-4-carboxylate (1.5 g) in dimethylformamide were added potassium carbonate (0.91 g) and (S)-(+)-1-bromo-2-methylbutane (1 g) with stirring, and the mixture was heated at 90° C. for 2 hours. After the completion of the reaction, the reaction mixture was poured into water and the mixture was acted with ethyl acetate, washed with water and dried over magnesium sulfate. The solvent was evaporated under reduced pressure and the obtaine...